From a dataset of the Open Reaction Database (ORD), a public repository of structured organic reaction records. describe an organic reaction: reactants, conditions, products, and yield Starting materials: O=C1N(CN(C12CCNCC2)C2=CC=CC=C2)CC=2C=C(C(=O)OC(C)(C)C)C=CC2 (tert-butyl 3-((4-oxo-1-phenyl-1,3,8-triazaspiro[4.5]decan-3-yl)methyl)benzoate), ICCCC(=O)C1=CC=C(C=C1)OC (4-iodo-1-(4-methoxyphenyl)butan-1-one), C([O-])([O-])=O.[K+].[K+] (potassium carbonate). The solvent is CN(C=O)C (N,N-dimethylformamide). Conditions: temperature 68 celsius, time 16 hour. Yields the product COC1=CC=C(C=C1)C(CCCN1CCC2(C(N(CN2C2=CC=CC=C2)CC=2C=C(C(=O)OC(C)(C)C)C=CC2)=O)CC1)=O (tert-butyl 3-((8-(4-(4-methoxyphenyl)-4-oxobutyl)-4-oxo-1-phenyl-1,3,8-triazaspiro[4.5]decan-3-yl)methyl)benzoate). Isolated yield 23.6%. RXN SMILES: [O:1]=[C:2]1[C:6]2([CH2:11][CH2:10][NH:9][CH2:8][CH2:7]2)[N:5]([C:12]2[CH:17]=[CH:16][CH:15]=[CH:14][CH:13]=2)[CH2:4][N:3]1[CH2:18][C:19]1[CH:20]=[C:21]([CH:29]=[CH:30][CH:31]=1)[C:22]([O:24][C:25]([CH3:28])([CH3:27])[CH3:26])=[O:23].I[CH2:33][CH2:34][CH2:35][C:36]([C:38]1[CH:43]=[CH:42][C:41]([O:44][CH3:45])=[CH:40][CH:39]=1)=[O:37].C(=O)([O-])[O-].[K+].[K+]>CN(C)C=O>[CH3:45][O:44][C:41]1[CH:42]=[CH:43][C:38]([C:36](=[O:37])[CH2:35][CH2:34][CH2:33][N:9]2[CH2:10][CH2:11][C:6]3([N:5]([C:12]4[CH:13]=[CH:14][CH:15]=[CH:16][CH:17]=4)[CH2:4][N:3]([CH2:18][C:19]4[CH:20]=[C:21]([CH:29]=[CH:30][CH:31]=4)[C:22]([O:24][C:25]([CH3:28])([CH3:26])[CH3:27])=[O:23])[C:2]3=[O:1])[CH2:7][CH2:8]2)=[CH:39][CH:40]=1 |f:2.3.4|. Procedure details: A mixture of tert-butyl 3-((4-oxo-1-phenyl-1,3,8-triazaspiro[4.5]decan-3-yl)methyl)benzoate (300 mg, 0.71 mmol, 1 equiv), 4-iodo-1-(4-methoxyphenyl)butan-1-one (216.5 mg, 0.71 mmol, 1 equiv), and potassium carbonate (285.2 mg, 2.136 mmol, 3 equiv) in N,N-dimethylformamide was stirred at 68° C. for 16 h. After cooling the reaction mixture, the crude mixture was partitioned between ethyl acetate and water. The organic layer was dried over MgSO4, filtered, concentrated, and the crude residue was pu... The reactants are Cl.C1(=CC=CC=C1)P1(CCNCC1)=O (4-phenyl-[1,4]azaphosphinane 4-oxide hydrochloride salt), CC[NH+](CC)CC.CC[NH+](CC)CC.C(=O)([O-])[O-] (MP-carbonate resin). Run in O (water). Run at time 12 hour. The product is C1(=CC=CC=C1)P1(CCNCC1)=O (4-phenyl-[1,4]azaphosphinane 4-oxide). RXN SMILES: Cl.[C:2]1([P:8]2(=[O:14])[CH2:13][CH2:12][NH:11][CH2:10][CH2:9]2)[CH:7]=[CH:6][CH:5]=[CH:4][CH:3]=1.CC[NH+](CC)CC.CC[NH+](CC)CC.C([O-])([O-])=O>O>[C:2]1([P:8]2(=[O:14])[CH2:9][CH2:10][NH:11][CH2:12][CH2:13]2)[CH:3]=[CH:4][CH:5]=[CH:6][CH:7]=1 |f:0.1,2.3.4|. Reported procedure: To a 500 mL round-bottom flask was added 4-phenyl-[1,4]azaphosphinane 4-oxide hydrochloride salt (5.91 g, 25.6 mmole), MP-carbonate resin (20 g, 2.9 mmole/g), and water (200 mL). The flask was sealed with a plastic stopper and placed on an orbital shaker for 12 hours. The resin was then removed by filtration with though a glass frit, and washed with water (40 mL) to provide 4-phenyl-[1,4]azaphosphinane 4-oxide free-base as an aqueous solution. Reactants: diacetoxy butenes, O=O (oxygen), BrCC=CCBr (1,4-dibromo-2-butene), [N+](=O)([O-])[O-].[Li+] (lithium nitrate), [O-2].[O-2].[O-2].[Bi] (bismuth trioxide), C(C)(=O)OC(C)=O (acetic anhydride), C=CC=C (butadiene), O=O (oxygen). Solvent: C(C)(=O)O (acetic acid). Conditions: temperature 140 celsius, time 1 hour. Yields the product C(C)(=O)OCC(C=C)OC(C)=O (1,2-diacetoxy-3-butene), C(C)(=O)OCC=CCOC(C)=O (1,4-diacetoxy-2-butene). Reaction SMILES: Br[CH2:2][CH:3]=[CH:4][CH2:5]Br.[N+]([O-])([O-])=O.[Li+].[O-2:12].[O-2:13].[O-2].[Bi].[C:16]([O:19][C:20](=[O:22])[CH3:21])(=[O:18])[CH3:17].[CH2:23]=[CH:24][CH:25]=[CH2:26].O=O>C(O)(=O)C>[C:25]([O:13][CH2:2][CH:3]([O:19][C:20](=[O:22])[CH3:21])[CH:4]=[CH2:5])(=[O:12])[CH3:26].[C:16]([O:19][CH2:23][CH:24]=[CH:25][CH2:26][O:12][C:4](=[O:13])[CH3:5])(=[O:18])[CH3:17] |f:1.2,3.4.5.6|. Reported procedure: A run was carried out according to the process of this invention by charging a 250 ml Fisher-Porter aerosol compatibility bottle equipped with a magnetic stirred with 4.6 grams (21.5 mmoles) of 1,4-dibromo-2-butene, 3.9 grams (50 mmoles) of lithium nitrate, 4.7 grams (10 mmoles) of bismuth trioxide, 50 ml of acetic acid and 25 ml of acetic anhydride and 10.5 grams (194 mmoles) of butadiene charged in the vapor phase. The reaction vessel was pressured to 30 psig with oxygen, placed in an oil bath... As a reaction SMILES: [Br:1][C:2]1[CH:3]=[CH:4][C:5]([N:8]([CH2:26][C:27]2[CH:32]=[CH:31][C:30]([C:33]([F:36])([F:35])[F:34])=[CH:29][CH:28]=2)[CH2:9][CH2:10][C:11]2[CH:25]=[CH:24][C:14]([O:15][C:16]([CH3:23])([CH3:22])[C:17]([O:19]CC)=[O:18])=[CH:13][CH:12]=2)=[N:6][CH:7]=1.[OH-].[Na+]>>[Br:1][C:2]1[CH:3]=[CH:4][C:5]([N:8]([CH2:26][C:27]2[CH:28]=[CH:29][C:30]([C:33]([F:36])([F:34])[F:35])=[CH:31][CH:32]=2)[CH2:9][CH2:10][C:11]2[CH:25]=[CH:24][C:14]([O:15][C:16]([CH3:22])([CH3:23])[C:17]([OH:19])=[O:18])=[CH:13][CH:12]=2)=[N:6][CH:7]=1 |f:1.2|. Yields the product BrC=1C=CC(=NC1)N(CCC1=CC=C(OC(C(=O)O)(C)C)C=C1)CC1=CC=C(C=C1)C(F)(F)F (2-[4-(2-{(5-bromopyridin-2-yl)[4-(trifluoromethyl)benzyl]amino}ethyl)phenoxy]-2-methylpropanoic acid). Procedure: Hydrolysis of ethyl 2-[4-(2-{(5-bromopyridin-2-yl)[4-(trifluoromethyl)benzyl]amino}ethyl)phenoxy]-2-methylpropanoate with NaOH as per general procedure H provided after chromatography and crystallization from dichloromethane-hexane, the title compound as a white solid (56 mg; 52% yield). Starting materials: BrC=1C=CC(=NC1)N(CCC1=CC=C(OC(C(=O)OCC)(C)C)C=C1)CC1=CC=C(C=C1)C(F)(F)F (ethyl 2-[4-(2-{(5-bromopyridin-2-yl)[4-(trifluoromethyl)benzyl]amino}ethyl)phenoxy]-2-methylpropanoate), [OH-].[Na+] (NaOH). Yield: 52.0%.